The task is: describe an organic reaction: reactants, conditions, products, and yield. This data is from the Open Reaction Database (ORD), a public repository of structured organic reaction records. The reactants are N1(C=NC=C1)C1=CC=C(C(=O)CCCCCC(=O)OC)C=C1 (methyl 6-[4-(1-imidazolyl)benzoyl]hexanoate), B.[Na] (sodium boron hydride), CC(=O)C (acetone). The solvent is CO (methanol). Run at time 30 minute. Yields the product OC(CCCCCC(=O)OC)C1=CC=C(C=C1)N1C=NC=C1 (methyl 7-hydroxy-7-[4-(1-imidazolyl)phenyl]heptanoate). Yield: 100.3%. As a reaction SMILES: [N:1]1([C:6]2[CH:22]=[CH:21][C:9]([C:10]([CH2:12][CH2:13][CH2:14][CH2:15][CH2:16][C:17]([O:19][CH3:20])=[O:18])=[O:11])=[CH:8][CH:7]=2)[CH:5]=[CH:4][N:3]=[CH:2]1.B.[Na].CC(C)=O>CO>[OH:11][CH:10]([C:9]1[CH:8]=[CH:7][C:6]([N:1]2[CH:5]=[CH:4][N:3]=[CH:2]2)=[CH:22][CH:21]=1)[CH2:12][CH2:13][CH2:14][CH2:15][CH2:16][C:17]([O:19][CH3:20])=[O:18] |f:1.2,^1:23|. Procedure details: In methanol (90 ml) was dissolved 9.00 g (30 mmole) methyl 6-[4-(1-imidazolyl)benzoyl]hexanoate, and the solution was stirred under ice-cooling. 0.86 Gram (30×0.75 mmole) of of sodium boron hydride was added to it, and stirring was continued for 30 minutes under ice-cooling. After acetone was added, the solvent was distilled off, and chloroform and water were added to the residue to effect extraction. The chloroform layer was separated out, washed with aqueous sodium chloride solution, dried (ma... Starting materials: O=C(OO)c1cccc(Cl)c1, ClCCl, O=C(NCc1cccnc1)c1ccc2c(c1)ncn2-c1ccc(OCc2ccc(OC(F)(F)F)cc2)cc1. The product is O=C(NCc1ccc[n+]([O-])c1)c1ccc2c(c1)ncn2-c1ccc(OCc2ccc(OC(F)(F)F)cc2)cc1. As a reaction SMILES: [Cl:39][c:40]1[cH:41][c:42]([C:47](=[O:44])[O:48][OH:49])[cH:43][cH:45][cH:46]1.[Cl:50][CH2:51][Cl:52].[n:1]1[cH:2][c:3]([CH2:7][NH:8][C:9](=[O:10])[c:11]2[cH:12][c:13]3[c:14]([n:15](-[c:18]4[cH:19][cH:20][c:21]([O:24][CH2:25][c:26]5[cH:27][cH:28][c:29]([O:32][C:33]([F:34])([F:35])[F:36])[cH:30][cH:31]5)[cH:22][cH:23]4)[cH:16][n:17]3)[cH:37][cH:38]2)[cH:4][cH:5][cH:6]1>>[n+:1]1([O-:44])[cH:2][c:3]([CH2:7][NH:8][C:9](=[O:10])[c:11]2[cH:12][c:13]3[c:14]([n:15](-[c:18]4[cH:19][cH:20][c:21]([O:24][CH2:25][c:26]5[cH:27][cH:28][c:29]([O:32][C:33]([F:34])([F:35])[F:36])[cH:30][cH:31]5)[cH:22][cH:23]4)[cH:16][n:17]3)[cH:37][cH:38]2)[cH:4][cH:5][cH:6]1. Yields the product CNS(=O)(=O)c1c(Cl)ccc([N+](=O)[O-])c1C(C)=O. Starting materials: CC(=O)c1c([N+](=O)[O-])ccc(Cl)c1S(N)(=O)=O, CN(C)C=O, Cl, [H-], CI, [Na+]. RXN SMILES: [C:1]([CH3:2])(=[O:3])[c:4]1[c:5]([S:14](=[O:15])(=[O:16])[NH2:17])[c:6]([Cl:13])[cH:7][cH:8][c:9]1[N+:10](=[O:11])[O-:12].[CH3:23][N:24]([CH3:25])[CH:26]=[O:27].[ClH:22].[H-:18].[I:20][CH3:21].[Na+:19]>>[C:1]([CH3:2])(=[O:3])[c:4]1[c:5]([S:14](=[O:15])(=[O:16])[NH:17][CH3:21])[c:6]([Cl:13])[cH:7][cH:8][c:9]1[N+:10](=[O:11])[O-:12]. The reactants are O.O.[Sn](Cl)Cl (Tin(II) chloride dihydrate), COC(=O)C=1SC(=CC1[N+](=O)[O-])Br (5-bromo-3-nitrothiophene-2-carboxylic acid methyl ester). Run in CO (methanol). Reaction conditions: temperature 65 celsius, time 30 minute. Yields the product COC(=O)C=1SC(=CC1N)Br (3-Amino-5-bromothiophene-2-carboxylic acid methyl ester). RXN SMILES: O.O.[Sn](Cl)Cl.[CH3:6][O:7][C:8]([C:10]1[S:11][C:12]([Br:18])=[CH:13][C:14]=1[N+:15]([O-])=O)=[O:9]>CO>[CH3:6][O:7][C:8]([C:10]1[S:11][C:12]([Br:18])=[CH:13][C:14]=1[NH2:15])=[O:9] |f:0.1.2|. Procedure details: Tin(II) chloride dihydrate (74.8 g) was added in portions to a solution of 5-bromo-3-nitrothiophene-2-carboxylic acid methyl ester (21.0 g) in methanol (1 L), and the mixture was stirred at 65° C. for 30 min. The mixture was concentrated and 500 mL of ethyl acetate and 700 mL of Rochelle's salt solution were added to the residue. The mixture was vigorously stirred for 1 h. The organic phase was dried over magnesium sulfate and concentrated. The product with the molecular weight of 236.09 (C6H6Br... Reactants: C(=O)(OCC)C1=CC=C(OCCCCCCBr)C=C1 (6-(4-carbethoxyphenoxy)hexyl bromide), P(OCC)(OCC)OCC (triethyl phosphite). The reagents and catalysts are [I-].[Na+] (sodium iodide). Product: C(=O)(OCC)C1=CC=C(OCCCCCCP(OCC)(OCC)=O)C=C1 (Diethyl [6-(4-carbethoxyphenoxy)hexyl]phosphonate). RXN SMILES: [C:1]([C:6]1[CH:19]=[CH:18][C:9]([O:10][CH2:11][CH2:12][CH2:13][CH2:14][CH2:15][CH2:16]Br)=[CH:8][CH:7]=1)([O:3][CH2:4][CH3:5])=[O:2].[P:20]([O:27]CC)([O:24][CH2:25][CH3:26])[O:21][CH2:22][CH3:23]>[I-].[Na+]>[C:1]([C:6]1[CH:19]=[CH:18][C:9]([O:10][CH2:11][CH2:12][CH2:13][CH2:14][CH2:15][CH2:16][P:20](=[O:27])([O:24][CH2:25][CH3:26])[O:21][CH2:22][CH3:23])=[CH:8][CH:7]=1)([O:3][CH2:4][CH3:5])=[O:2] |f:2.3|. Procedure: [I; Ar is 4-C2H5OOCC6H4, Y is O(CH2)6, R is C2H5 ] was prepared from 15 g of 6-(4-carbethoxyphenoxy)hexyl bromide, 8.3 g of triethyl phosphite and a crystal of sodium iodide as a catalyst, according to the procedure of Example 1, and had the b.p. 190°-196° C. (0.2 mm); yield 9.5 g; MIC vs. herpes simplex type 2=6 mcg/ml. The IR and NMR spectra were consistent with the assigned structure.